This data is from the Open Reaction Database (ORD), a public repository of structured organic reaction records. The task is: describe an organic reaction: reactants, conditions, products, and yield Starting materials: C1(CCCCC1)NC(=O)N (monocyclohexylurea), C1(CCCCC1)NC(=O)N (monocyclohexylurea), C1(CCCCC1)N (cyclohexylamine), NC(=O)N (urea). Product: C(=O)(NC1CCCCC1)NC1CCCCC1 (dicyclohexylurea). As a reaction SMILES: [CH:1]1([NH:7][C:8]([NH2:10])=[O:9])[CH2:6][CH2:5][CH2:4][CH2:3][CH2:2]1.[CH:11]1(N)[CH2:16][CH2:15][CH2:14][CH2:13][CH2:12]1.NC(N)=O>>[C:8]([NH:10][CH:11]1[CH2:16][CH2:15][CH2:14][CH2:13][CH2:12]1)([NH:7][CH:1]1[CH2:6][CH2:5][CH2:4][CH2:3][CH2:2]1)=[O:9]. Procedure: U.S. Pat. Nos. 2,253,528 and 2,257,717 disclose a preparation of monocyclohexylurea by reacting cyclohexylamine with an excess of urea and under an overpressure in an autoclave within a temperature range from 100° C. to the decomposition point of the monocyclohexylurea. During this reaction considerable proportions of dicyclohexylurea are produced which have to be separated off in an expensive manner.